From a dataset of the Open Reaction Database (ORD), a public repository of structured organic reaction records. describe an organic reaction: reactants, conditions, products, and yield Starting materials: NCCCCCCCCN1C(=NC=2C(=NC=3C=CC=CC3C21)N)CCCC (1-(8-aminooctyl)-2-butyl-1H-imidazo[4,5-c]quinolin-4-amine), CS(=O)(=O)Cl (methanesulfonyl chloride). Yields the product NC1=NC=2C=CC=CC2C2=C1N=C(N2CCCCCCCCNS(=O)(=O)C)CCCC (N-[8-(4-amino-2-butyl-1H-imidazo[4,5-c]quinolin-1-yl)octyl]methanesulfonamide). Isolated yield 48.2%. As a reaction SMILES: [NH2:1][CH2:2][CH2:3][CH2:4][CH2:5][CH2:6][CH2:7][CH2:8][CH2:9][N:10]1[C:22]2[C:21]3[CH:20]=[CH:19][CH:18]=[CH:17][C:16]=3[N:15]=[C:14]([NH2:23])[C:13]=2[N:12]=[C:11]1[CH2:24][CH2:25][CH2:26][CH3:27].[CH3:28][S:29](Cl)(=[O:31])=[O:30]>>[NH2:23][C:14]1[C:13]2[N:12]=[C:11]([CH2:24][CH2:25][CH2:26][CH3:27])[N:10]([CH2:9][CH2:8][CH2:7][CH2:6][CH2:5][CH2:4][CH2:3][CH2:2][NH:1][S:29]([CH3:28])(=[O:31])=[O:30])[C:22]=2[C:21]2[CH:20]=[CH:19][CH:18]=[CH:17][C:16]=2[N:15]=1. Procedure: Using the general method of Example 242, 1-(8-aminooctyl)-2-butyl-1H-imidazo[4,5-c]quinolin-4-amine (1.2 g, 3.26 mmol) was reacted with methanesulfonyl chloride (260 μL, 3.26 mmol) to provide 0.70 g of N-[8-(4-amino-2-butyl-1H-imidazo[4,5-c]quinolin-1-yl)octyl]methanesulfonamide as a tan powder, m.p. 121-124° C. Starting materials: O1C(=NC2=C1C=CC=C2)N(C)CCOC2=CC=C(C=C2)CC(C(=O)OC)Br (methyl 3-[4-[2-[N-(2-benzoxazolyl)-N-methylamino]ethoxy]phenyl]-2-bromopropanoate), C1(=CC=CC=C1)S (Thiophenol), ice, [H-].[Na+] (sodium hydride). Run in CN(C=O)C (N,N-dimethylformamide), CN(C=O)C (N,N-dimethylformamide), O (water). Product: O1C(=NC2=C1C=CC=C2)N(C)CCOC2=CC=C(C=C2)CC(C(=O)OC)SC2=CC=CC=C2 (Methyl 3-[4-[2-[N-(2-benzoxazolyl)-N-methylamino]ethoxy]phenyl]-2-(phenylthio)propanoate). RXN SMILES: [C:1]1([SH:7])[CH:6]=[CH:5][CH:4]=[CH:3][CH:2]=1.[H-].[Na+].[O:10]1[C:14]2[CH:15]=[CH:16][CH:17]=[CH:18][C:13]=2[N:12]=[C:11]1[N:19]([CH2:21][CH2:22][O:23][C:24]1[CH:29]=[CH:28][C:27]([CH2:30][CH:31](Br)[C:32]([O:34][CH3:35])=[O:33])=[CH:26][CH:25]=1)[CH3:20]>CN(C)C=O.O>[O:10]1[C:14]2[CH:15]=[CH:16][CH:17]=[CH:18][C:13]=2[N:12]=[C:11]1[N:19]([CH2:21][CH2:22][O:23][C:24]1[CH:25]=[CH:26][C:27]([CH2:30][CH:31]([S:7][C:1]2[CH:6]=[CH:5][CH:4]=[CH:3][CH:2]=2)[C:32]([O:34][CH3:35])=[O:33])=[CH:28][CH:29]=1)[CH3:20] |f:1.2|. Reported procedure: Thiophenol (0.92 mL) was added slowly to an ice-cooled, stirred suspension of sodium hydride (60% dispersion in oil, 0.38 g) in dry N,N-dimethylformamide (60 mL). The mixture was allowed to warm to room temperature over 30 minutes prior to the addition of a solution of methyl 3-[4-[2-[N-(2-benzoxazolyl)-N-methylamino]ethoxy]phenyl]-2-bromopropanoate (3.85 g) in N,N-dimethylformamide (40 mL) and the mixture was then heated at 80° C. for 72 hrs, cooled and diluted with water (1 L). The mixture was...